Dataset: the Open Reaction Database (ORD), a public repository of structured organic reaction records. Task: describe an organic reaction: reactants, conditions, products, and yield The reactants are CCN(C(C)C)C(C)C (DIPEA), ClC=1C=C2C(N(C(C2=CC1Cl)O)C1CC(CC1)O)O (5,6-dichloro-2-(3-hydroxy-cyclopentyl)-2,3-dihydro-1H-isoindole-1,3-diol), CS(=O)(=O)Cl (methanesulfonyl chloride). The solvent is C(Cl)Cl (DCM). Run at time 8 hour. Product: ClC=1C=C2C(N(C(C2=CC1Cl)O)[C@H]1C[C@H](CC1)OS(=O)(=O)C)O (cis methanesulfonic acid 3-(5,6-dichloro-1,3-dihydroxy-1,3-dihydro-isoindol-2-yl)-cyclopentyl ester). The yield is 100.0%. As a reaction SMILES: CCN(C(C)C)C(C)C.[Cl:10][C:11]1[CH:12]=[C:13]2[C:17](=[CH:18][C:19]=1[Cl:20])[CH:16]([OH:21])[N:15]([CH:22]1[CH2:26][CH2:25][CH:24]([OH:27])[CH2:23]1)[CH:14]2[OH:28].[CH3:29][S:30](Cl)(=[O:32])=[O:31]>C(Cl)Cl>[Cl:10][C:11]1[CH:12]=[C:13]2[C:17](=[CH:18][C:19]=1[Cl:20])[CH:16]([OH:21])[N:15]([C@@H:22]1[CH2:26][CH2:25][C@H:24]([O:27][S:30]([CH3:29])(=[O:32])=[O:31])[CH2:23]1)[CH:14]2[OH:28]. Procedure: To a flask was added DCM (40 mL), DIPEA (2.0 mL, 11.48 mmol), c is 5,6-dichloro-2-(3-hydroxy-cyclopentyl)-2,3-dihydro-1H-isoindole-1,3-diol 1.071 g, 3.57 mmol) and methanesulfonyl chloride (0.6 mL, 7.72 mmol) and the mixture stirred overnight at RT. The mixture was concentrated in vacuo, EtOAc (100 mL) and H2O (100 mL) added, filtered off insolubles, separated and extracted the aqueous layer with EtOAc (50 mL). The combined organic layers were dried (MgSO4) and concentrated in vacuo to give cis ... The reactants are NC=1OC(=CC(N1)=O)C1=CC=C(C=C1)SC (2-amino-6-(4-methylsulfanyl-phenyl)-1,3-oxazin-4-one), C(C)OC(CC(C1=CC=C(C=C1)Cl)=O)=O (ethyl(4-chloro)benzoylacetate), CNC(S)=N (methylthiopseudourea), OS(=O)(=O)O (H2SO4). The product is C(C)OC(CC(C1=CC=C(C=C1)C)=O)=O (ethyl(4-methyl)benzoylacetate). RXN SMILES: [CH2:1]([O:3][C:4](=[O:15])[CH2:5][C:6](=[O:14])[C:7]1[CH:12]=[CH:11][C:10](Cl)=[CH:9][CH:8]=1)[CH3:2].[CH3:16]NC(=N)S.OS(O)(=O)=O.NC1OC(C2C=CC(SC)=CC=2)=CC(=O)N=1>>[CH2:1]([O:3][C:4](=[O:15])[CH2:5][C:6](=[O:14])[C:7]1[CH:12]=[CH:11][C:10]([CH3:16])=[CH:9][CH:8]=1)[CH3:2]. Procedure details: The title compound was prepared from ethyl(4-chloro)benzoylacetate (5.0 g, 22 mmol) (obtained in preparation 2) and methylthiopseudourea.H2SO4 (3.31 g, 12 mmol) by following the procedure described in preparation 4, (0.573 g, 11.6%). MS m/z: 223 (M+). Preparation 6 Synthesis of 2-amino-6-(4-methylsulfanyl-phenyl)-1,3-oxazin-4-one RXN SMILES: [CH2:4]([CH3:5])[O:6][C:7]([CH2:8][C:9]#[N:10])=[O:11].[CH3:1][CH2:2][OH:3].[ClH:14].[NH2:15][OH:16].[Na+:13].[OH-:12].[OH2:17]>>[CH2:4]([CH3:5])[O:6][C:7]([CH2:8][C:9]([NH:10][OH:12])=[NH:15])=[O:11]. The product is CCOC(=O)CC(=N)NO. Starting materials: CCOC(=O)CC#N, CCO, Cl, NO, [Na+], [OH-], O. Reactants: ClC1=CC=C(C=C1)NC1=C(C(=O)O)C=C(C(=C1)C(=O)O)NC1=CC=C(C=C1)Cl (2,5-Bis{(4-chlorophenyl)amino}terephthalic acid), polyphosphoric acid. The solvent is O (water). Yields the product C1=CC2=C(C=C1Cl)C(=O)C3=CC4=C(C=C3N2)C(=O)C5=C(N4)C=CC(=C5)Cl (2,9-dichloroquinacridone). The yield is 101.6%. As a reaction SMILES: [Cl:1][C:2]1[CH:7]=[CH:6][C:5]([NH:8][C:9]2[CH:17]=[C:16]([C:18](O)=[O:19])[C:15]([NH:21][C:22]3[CH:27]=[CH:26][C:25]([Cl:28])=[CH:24][CH:23]=3)=[CH:14][C:10]=2[C:11](O)=[O:12])=[CH:4][CH:3]=1>O>[CH:3]1[C:2]([Cl:1])=[CH:7][C:6]2[C:11]([C:10]3[C:9]([NH:8][C:5]=2[CH:4]=1)=[CH:17][C:16]1[C:18]([C:27]2[CH:26]=[C:25]([Cl:28])[CH:24]=[CH:23][C:22]=2[NH:21][C:15]=1[CH:14]=3)=[O:19])=[O:12]. Reported procedure: 2,5-Bis{(4-chlorophenyl)amino}terephthalic acid (3.35 gm; 8 mmol) and polyphosphoric acid (30 gm) were heated at 150° C. for 3 hours under a nitrogen atmosphere. The mixture was allowed to cool and then poured into iced water (200 ml) when a magenta solid precipitated out. This was filtered off, washed with water and methanol, then dried under vacuum over phosphorous pentoxide to give 3.1 gm (100%) of 2,9-dichloroquinacridone. Reactants: solution, [F-].C(CCC)[N+](CCCC)(CCCC)CCCC (tetrabutylammonium fluoride), C[Si](C(F)(F)F)(C)C (Trimethyl(trifluoromethyl)silane), O=C1N(CCC1)CCOC=1C=C2C(=NC1)C1=CC=CC=C1C2=O (3-[2-(2-oxo-pyrrolidin-1-yl)-ethoxy]-indeno[1,2-b]pyridin-5-one), C([O-])([O-])=O.[K+].[K+] (potassium carbonate), C[Si](C(F)(F)F)(C)C (trimethyl(trifluoromethyl)silane). Solvent: C(C)(=O)OCC (ethyl acetate), O1CCCC1 (tetrahydrofuran), C(C)(=O)O (acetic acid), CN(C=O)C (dimethylformamide). Conditions: temperature 0 celsius. Yields the product OC1(C2=CC=CC=C2C2=NC=C(C=C21)OCCN2C(CCC2)=O)C(F)(F)F (1-[2-(5-hydroxy-5-trifluoromethyl-5-H-indeno[1,2-b]pyridin-3-yloxy)-ethyl]-pyrrolidin-2-one). Yield: 68.0%. As a reaction SMILES: [O:1]=[C:2]1[CH2:6][CH2:5][CH2:4][N:3]1[CH2:7][CH2:8][O:9][C:10]1[CH:11]=[C:12]2[C:22](=[O:23])[C:21]3[C:16](=[CH:17][CH:18]=[CH:19][CH:20]=3)[C:13]2=[N:14][CH:15]=1.C(=O)([O-])[O-].[K+].[K+].C[Si](C)(C)[C:32]([F:35])([F:34])[F:33].[F-].C([N+](CCCC)(CCCC)CCCC)CCC>O1CCCC1.C(OCC)(=O)C.C(O)(=O)C.CN(C)C=O>[OH:23][C:22]1([C:32]([F:35])([F:34])[F:33])[C:12]2[C:13](=[N:14][CH:15]=[C:10]([O:9][CH2:8][CH2:7][N:3]3[CH2:4][CH2:5][CH2:6][C:2]3=[O:1])[CH:11]=2)[C:16]2[C:21]1=[CH:20][CH:19]=[CH:18][CH:17]=2 |f:1.2.3,5.6|. Procedure details: 3-[2-(2-oxo-pyrrolidin-1-yl)-ethoxy]-indeno[1,2-b]pyridin-5-one (0.0376 g) and potassium carbonate (0.001 g) were mixed with dimethylformamide (1.0 ml), and the mixture was stirred at 0° C. To this mixture was added trimethyl(trifluoromethyl)silane (0.035 ml), and the mixture was stirred at 0° C. for 1 hr. Trimethyl(trifluoromethyl)silane (0.018 ml) was further added, and the mixture was stirred at 0° C. for 1 hr. To the reaction mixture was added acetic acid (0.010 ml), then a 1M solution (0.12... Reactants: Cl.COC1=CC=C(C=C1)S(=O)(=O)N([C@@H](C(=O)O)C(C)C)CC=1C=NC=CC1 (2(R)-[[4-methoxybenzenesulfonyl](3-picolyl)amino]-3-methylbutanoic acid hydrochloride), ON1N=NC2=C1C=CC=C2 (1-hydroxybenzotriazole), CN1CCOCC1 (4-methyl-morpholine), COC1=CC=C(CON)C=C1 (O-(4-methoxybenzyl)hydroxylamine), Cl.CN(C)CCCN=C=NCC (N-[dimethylaminopropyl]-N'-ethylcarbodiimide hydrochloride). Solvent: C(Cl)Cl (methylene chloride), O (water). Run at time 8 hour. Product: COC1=CC=C(CONC([C@@H](C(C)C)N(CC=2C=NC=CC2)S(=O)(=O)C2=CC=C(C=C2)OC)=O)C=C1 (N-(4-methoxybenzyloxy)-2(R)-[[4-methoxybenzenesulfonyl]-(3-picolyl)amino]-3-methylbutanamide). Reaction SMILES: Cl.[CH3:2][O:3][C:4]1[CH:9]=[CH:8][C:7]([S:10]([N:13]([CH2:21][C:22]2[CH:23]=[N:24][CH:25]=[CH:26][CH:27]=2)[C@H:14]([CH:18]([CH3:20])[CH3:19])[C:15](O)=[O:16])(=[O:12])=[O:11])=[CH:6][CH:5]=1.ON1C2C=CC=CC=2N=N1.CN1CCOCC1.[CH3:45][O:46][C:47]1[CH:55]=[CH:54][C:50]([CH2:51][O:52][NH2:53])=[CH:49][CH:48]=1.Cl.CN(CCCN=C=NCC)C>C(Cl)Cl.O>[CH3:45][O:46][C:47]1[CH:55]=[CH:54][C:50]([CH2:51][O:52][NH:53][C:15](=[O:16])[C@H:14]([N:13]([S:10]([C:7]2[CH:8]=[CH:9][C:4]([O:3][CH3:2])=[CH:5][CH:6]=2)(=[O:12])=[O:11])[CH2:21][C:22]2[CH:23]=[N:24][CH:25]=[CH:26][CH:27]=2)[CH:18]([CH3:19])[CH3:20])=[CH:49][CH:48]=1 |f:0.1,5.6|. Reported procedure: 2(R)-[[4-methoxybenzenesulfonyl](3-picolyl)amino]-3-methylbutanoic acid hydrochloride (2.41 g, 5.82 mmol), 1-hydroxybenzotriazole (0.786 g, 5.82 mmol), 4-methyl-morpholine (1.9 mL, 17.46 mmol), and O-(4-methoxybenzyl)hydroxylamine (1.78 g, 11.63 mmol) (prepared according to Pol. J. Chem. 55, 1163-1167 (1981)) are dissolved in methylene chloride (55 mL). N-[dimethylaminopropyl]-N'-ethylcarbodiimide hydrochloride (1.45 g, 7.57 mmol) is added, and the reaction is stirred overnight. The reaction is ... The reactants are CC(C)(C)c1cc(N2CCCC2=O)cc(C(C)(C)C)c1O, [H-], CI, [Na+], O. Yields the product COc1c(C(C)(C)C)cc(N2CCCC2=O)cc1C(C)(C)C. Reaction SMILES: [C:3]([CH3:4])([CH3:5])([CH3:6])[c:7]1[cH:8][c:9]([N:18]2[C:19](=[O:23])[CH2:20][CH2:21][CH2:22]2)[cH:10][c:11]([C:14]([CH3:15])([CH3:16])[CH3:17])[c:12]1[OH:13].[H-:1].[I:24][CH3:25].[Na+:2].[OH2:26]>>[C:3]([CH3:4])([CH3:5])([CH3:6])[c:7]1[cH:8][c:9]([N:18]2[C:19](=[O:23])[CH2:20][CH2:21][CH2:22]2)[cH:10][c:11]([C:14]([CH3:15])([CH3:16])[CH3:17])[c:12]1[O:13][CH3:25].